This data is from the Open Reaction Database (ORD), a public repository of structured organic reaction records. The task is: describe an organic reaction: reactants, conditions, products, and yield RXN SMILES: [C:1]([CH3:2])([CH3:3])([CH3:4])[O:5][C:6]([NH:7][c:8]1[c:9]([N+:21](=[O:22])[O-:23])[cH:10][c:11]([I:20])[c:12]([N:14]2[CH2:15][CH2:16][O:17][CH2:18][CH2:19]2)[cH:13]1)=[O:24].[c:25]1([C:31]#[CH:32])[cH:26][cH:27][cH:28][cH:29][cH:30]1>>[C:1]([CH3:2])([CH3:3])([CH3:4])[O:5][C:6]([NH:7][c:8]1[c:9]([N+:21](=[O:22])[O-:23])[cH:10][c:11]([C:32]#[C:31][c:25]2[cH:26][cH:27][cH:28][cH:29][cH:30]2)[c:12]([N:14]2[CH2:15][CH2:16][O:17][CH2:18][CH2:19]2)[cH:13]1)=[O:24]. Yields the product CC(C)(C)OC(=O)Nc1cc(N2CCOCC2)c(C#Cc2ccccc2)cc1[N+](=O)[O-]. Reactants: CC(C)(C)OC(=O)Nc1cc(N2CCOCC2)c(I)cc1[N+](=O)[O-], C#Cc1ccccc1. Starting materials: COC(C1=CC=C2CCCN(C2=N1)C(=O)OC1=CC=CC=C1)OC (phenyl 7-(dimethoxymethyl)-3,4-dihydro-1,8-naphthyridine-1(2H)-carboxylate), NC=1N=CC(=NC1)C#N (5-aminopyrazine-2-carbonitrile), intermediate 2. Yields the product C(#N)C=1N=CC(=NC1)NC(=O)N1CCCC2=CC=C(N=C12)C(OC)OC (N-(5-cyanopyrazin-2-yl)-7-(dimethoxymethyl)-3,4-dihydro-1,8-naphthyridine-1(2H)-carboxamide). RXN SMILES: [CH3:1][O:2][CH:3]([O:23][CH3:24])[C:4]1[N:13]=[C:12]2[C:7]([CH2:8][CH2:9][CH2:10][N:11]2[C:14]([O:16]C2C=CC=CC=2)=O)=[CH:6][CH:5]=1.[NH2:25][C:26]1[N:27]=[CH:28][C:29]([C:32]#[N:33])=[N:30][CH:31]=1>>[C:32]([C:29]1[N:30]=[CH:31][C:26]([NH:25][C:14]([N:11]2[C:12]3[C:7](=[CH:6][CH:5]=[C:4]([CH:3]([O:2][CH3:1])[O:23][CH3:24])[N:13]=3)[CH2:8][CH2:9][CH2:10]2)=[O:16])=[N:27][CH:28]=1)#[N:33]. Procedure: From intermediate 3 and 5-aminopyrazine-2-carbonitrile, reacted in an analogous manner to the preparation of intermediate 2. (UPLC-MS 1) tR 1.08 min, ESI-MS 355.3 [M+H]+.